This data is from the Open Reaction Database (ORD), a public repository of structured organic reaction records. The task is: describe an organic reaction: reactants, conditions, products, and yield The reactants are COc1cc(CCCN2CCN(C)CC2)ccc1N, C[O-], CC(C)O, O=C(Nc1c(F)cccc1F)c1cccc(-c2nc3ccccn3c2-c2ccnc(Cl)n2)c1, ClCCl, [Na+], Cc1ccc(S(=O)(=O)O)cc1. The product is COc1cc(CCCN2CCN(C)CC2)ccc1Nc1nccc(-c2c(-c3cccc(C(=O)Nc4c(F)cccc4F)c3)nc3ccccn23)n1. RXN SMILES: [CH3:34][O:35][c:36]1[c:37]([NH2:38])[cH:39][cH:40][c:41]([CH2:43][CH2:44][CH2:45][N:46]2[CH2:47][CH2:48][N:49]([CH3:52])[CH2:50][CH2:51]2)[cH:42]1.[CH3:64][O-:65].[CH:70]([OH:71])([CH3:72])[CH3:73].[Cl:1][c:2]1[n:3][cH:4][cH:5][c:6](-[c:8]2[c:9](-[c:17]3[cH:18][c:19]([C:20](=[O:21])[NH:22][c:23]4[c:24]([F:30])[cH:25][cH:26][cH:27][c:28]4[F:29])[cH:31][cH:32][cH:33]3)[n:10][c:11]3[n:12]2[cH:13][cH:14][cH:15][cH:16]3)[n:7]1.[Cl:67][CH2:68][Cl:69].[Na+:66].[c:53]1([CH3:54])[cH:55][cH:56][c:57]([S:58]([OH:59])(=[O:60])=[O:61])[cH:62][cH:63]1>>[c:2]1([NH:38][c:37]2[c:36]([O:35][CH3:34])[cH:42][c:41]([CH2:43][CH2:44][CH2:45][N:46]3[CH2:47][CH2:48][N:49]([CH3:52])[CH2:50][CH2:51]3)[cH:40][cH:39]2)[n:3][cH:4][cH:5][c:6](-[c:8]2[c:9](-[c:17]3[cH:18][c:19]([C:20](=[O:21])[NH:22][c:23]4[c:24]([F:30])[cH:25][cH:26][cH:27][c:28]4[F:29])[cH:31][cH:32][cH:33]3)[n:10][c:11]3[n:12]2[cH:13][cH:14][cH:15][cH:16]3)[n:7]1. The reactants are COC(=O)C1CCCC1NC(=O)C(CCCNC(=O)OCc1ccccc1)NC(=O)c1cccc(OCCOC2CCCCO2)c1, ClCCl, CO, O, Cc1ccc(S(=O)(=O)O)cc1. The product is COC(=O)C1CCCC1NC(=O)C(CCCNC(=O)OCc1ccccc1)NC(=O)c1cccc(OCCO)c1. Reaction SMILES: [CH2:1]([c:2]1[cH:3][cH:4][cH:5][cH:6][cH:7]1)[O:8][C:9](=[O:10])[NH:11][CH2:12][CH2:13][CH2:14][CH:15]([NH:16][C:17]([c:18]1[cH:19][c:20]([O:24][CH2:25][CH2:26][O:27][CH:28]2[CH2:29][CH2:30][CH2:31][CH2:32][O:33]2)[cH:21][cH:22][cH:23]1)=[O:34])[C:35](=[O:36])[NH:37][CH:38]1[CH:39]([C:43](=[O:44])[O:45][CH3:46])[CH2:40][CH2:41][CH2:42]1.[CH2:61]([Cl:62])[Cl:63].[CH3:47][OH:48].[OH2:49].[c:50]1([CH3:51])[cH:52][cH:53][c:54]([S:55]([OH:56])(=[O:57])=[O:58])[cH:59][cH:60]1>>[CH2:1]([c:2]1[cH:3][cH:4][cH:5][cH:6][cH:7]1)[O:8][C:9](=[O:10])[NH:11][CH2:12][CH2:13][CH2:14][CH:15]([NH:16][C:17]([c:18]1[cH:19][c:20]([O:24][CH2:25][CH2:26][OH:27])[cH:21][cH:22][cH:23]1)=[O:34])[C:35](=[O:36])[NH:37][CH:38]1[CH:39]([C:43](=[O:44])[O:45][CH3:46])[CH2:40][CH2:41][CH2:42]1. Reactants: [N+](=O)([O-])C1=CC=C(O1)C(=O)O (5-nitro-furan-2-carboxylic acid), CCN(C(C)C)C(C)C (DIPEA), OC(=O)C(F)(F)F.NCC(=O)N1CCN(CC1)C(C1=C(C=CC=C1)C(F)(F)F)=O (2-amino-1-[4-(2-trifluoromethyl-benzoyl)-piperazin-1-yl]-ethanone TFA salt), C=1C=CC2=C(C1)N=NN2O (HOBT), CCN=C=NCCCN(C)C.Cl (EDCI.HCl). Solvent: O (water), CN(C)C=O (DMF). Reaction conditions: time 2 minute. Product: O=C(CNC(=O)C=1OC(=CC1)[N+](=O)[O-])N1CCN(CC1)C(C1=C(C=CC=C1)C(F)(F)F)=O (5-Nitro-furan-2-carboxylic acid {2-oxo-2-[4-(2-trifluoromethyl-benzoyl)-piperazin-1-yl]-ethyl}-amide). The yield is 49.1%. RXN SMILES: CCN(C(C)C)C(C)C.OC(C(F)(F)F)=O.[NH2:17][CH2:18][C:19]([N:21]1[CH2:26][CH2:25][N:24]([C:27](=[O:38])[C:28]2[CH:33]=[CH:32][CH:31]=[CH:30][C:29]=2[C:34]([F:37])([F:36])[F:35])[CH2:23][CH2:22]1)=[O:20].C1C=CC2N(O)N=NC=2C=1.CCN=C=NCCCN(C)C.Cl.[N+:61]([C:64]1[O:68][C:67]([C:69](O)=[O:70])=[CH:66][CH:65]=1)([O-:63])=[O:62]>CN(C=O)C.O>[O:20]=[C:19]([N:21]1[CH2:22][CH2:23][N:24]([C:27](=[O:38])[C:28]2[CH:33]=[CH:32][CH:31]=[CH:30][C:29]=2[C:34]([F:37])([F:35])[F:36])[CH2:25][CH2:26]1)[CH2:18][NH:17][C:69]([C:67]1[O:68][C:64]([N+:61]([O-:63])=[O:62])=[CH:65][CH:66]=1)=[O:70] |f:1.2,4.5|. Reported procedure: DIPEA (50 mg, 0.38 mmol) was added to a stirred solution of 2-amino-1-[4-(2-trifluoromethyl-benzoyl)-piperazin-1-yl]-ethanone TFA salt (66 mg, 0.15 mmol) in DMF (1 mL). HOBT (21 mg, 0.15 mmol) and EDCI.HCl (29 mg, 0.15 mmol) were then added at room temperature. After 2 minutes, 5-nitro-furan-2-carboxylic acid (20 mg, 0.13 mmol) was added and the resulting mixture was stirred at room temperature for 4 hrs. Cold water (20 mL) was then added and the product was extracted with EtOAc and the organic ... Reactants: BrCCCCOC1=CC2=C(C(=NS2)C2=CC=C(C=C2)C(F)(F)F)C=C1 (6-(4-Bromo-butoxy)-3-(4-trifluoromethyl-phenyl)-benzo[d]isothiazole), C(C)NCC (Diethylamine). Yields the product C(C)N(CCCCOC1=CC2=C(C(=NS2)C2=CC=C(C=C2)C(F)(F)F)C=C1)CC (Diethyl-{4-[3-(4-trifluoromethyl-phenyl)-benzo[d]isothiazol-6-yloxy]-butyl}-amine). As a reaction SMILES: Br[CH2:2][CH2:3][CH2:4][CH2:5][O:6][C:7]1[CH:25]=[CH:24][C:10]2[C:11]([C:14]3[CH:19]=[CH:18][C:17]([C:20]([F:23])([F:22])[F:21])=[CH:16][CH:15]=3)=[N:12][S:13][C:9]=2[CH:8]=1.[CH2:26]([NH:28][CH2:29][CH3:30])[CH3:27]>>[CH2:26]([N:28]([CH2:29][CH3:30])[CH2:2][CH2:3][CH2:4][CH2:5][O:6][C:7]1[CH:25]=[CH:24][C:10]2[C:11]([C:14]3[CH:19]=[CH:18][C:17]([C:20]([F:23])([F:22])[F:21])=[CH:16][CH:15]=3)=[N:12][S:13][C:9]=2[CH:8]=1)[CH3:27]. Reported procedure: According to the method in example 7, 6-(4-Bromo-butoxy)-3-(4-trifluoromethyl-phenyl)-benzo[d]isothiazole and Diethylamine were converted to yield Diethyl-{4-[3-(4-trifluoromethyl-phenyl)-benzo[d]isothiazol-6-yloxy]-butyl}-amine, MS: 423 (MH+). Reactants: C(C)N(C(CN1CCCCC1)=O)C1=C(C=CC(=C1)OC)C1CC2=CC=C(C=C2CC1)OC (N-ethyl-N-[5-methoxy-2-(6-methoxy-1,2,3,4-tetrahydronaphthalen-2-yl)phenyl]-2-piperidin-1-ylacetamide), C(C)N(CCN1CCCCC1)C1=C(C=CC(=C1)OC)C1CC2=CC=C(C=C2CC1)OC (ethyl [5-methoxy-2-(6-methoxy-1,2,3,4-tetrahydronaphthalen-2-yl)phenyl](2-piperidin-1-ylethyl)amine). The product is C(C)N(C1=C(C=CC(=C1)O)C1CC=2C=CC(=CC2CC1)O)CCN1CCCCC1 (6-{2-[Ethyl(2-piperidin-1-ylethyl)amino]-4-hydroxyphenyl}-5,6,7,8-tetrahydronaphthalen-2-ol). As a reaction SMILES: [CH2:1]([N:3]([C:13]1[CH:18]=[C:17]([O:19]C)[CH:16]=[CH:15][C:14]=1[CH:21]1[CH2:30][CH2:29][C:28]2[C:23](=[CH:24][CH:25]=[C:26]([O:31]C)[CH:27]=2)[CH2:22]1)[C:4](=O)[CH2:5][N:6]1[CH2:11][CH2:10][CH2:9][CH2:8][CH2:7]1)[CH3:2].C(N(C1C=C(OC)C=CC=1C1CCC2C(=CC=C(OC)C=2)C1)CCN1CCCCC1)C>>[CH2:1]([N:3]([CH2:4][CH2:5][N:6]1[CH2:11][CH2:10][CH2:9][CH2:8][CH2:7]1)[C:13]1[CH:18]=[C:17]([OH:19])[CH:16]=[CH:15][C:14]=1[CH:21]1[CH2:30][CH2:29][C:28]2[CH:27]=[C:26]([OH:31])[CH:25]=[CH:24][C:23]=2[CH2:22]1)[CH3:2]. Reported procedure: Synthesized from N-ethyl-N-[5-methoxy-2-(6-methoxy-1,2,3,4-tetrahydronaphthalen-2-yl)phenyl]-2-piperidin-1-ylacetamide according to an analogous synthetic method to Example 337 described below, the total amount of ethyl [5-methoxy-2-(6-methoxy-1,2,3,4-tetrahydronaphthalen-2-yl)phenyl](2-piperidin-1-ylethyl)amine (108 mg) was used according to an analogous synthetic method to Example 111 described below to provide the title compound (84 mg). Reactants: [Si](C1=CC=CC=C1)(C1=CC=CC=C1)(C(C)(C)C)OC[C@@H](C)N1C(N(C=CC1=O)C1=CC(=CC=C1)C(F)(F)F)=O ((R)-3-[1-(tert-butyldiphenylsilyloxy)propane-2-yl]-1-(3-trifluoromethylphenyl)pyrimidin-2,4(1H,3H)-dione), Cl (hydrochloric acid). Run in C(C)O (ethanol). Run at temperature 90 celsius, time 2 hour. Product: OC[C@@H](C)N1C(N(C=CC1=O)C1=CC(=CC=C1)C(F)(F)F)=O ((R)-3-(1-hydroxypropan-2-yl)-1-(3-trifluoromethylphenyl)pyrimidin-2,4(1H,3H)-dione). The yield is 64.4%. As a reaction SMILES: [Si]([O:18][CH2:19][C@H:20]([N:22]1[C:27](=[O:28])[CH:26]=[CH:25][N:24]([C:29]2[CH:34]=[CH:33][CH:32]=[C:31]([C:35]([F:38])([F:37])[F:36])[CH:30]=2)[C:23]1=[O:39])[CH3:21])(C(C)(C)C)(C1C=CC=CC=1)C1C=CC=CC=1.Cl>C(O)C>[OH:18][CH2:19][C@H:20]([N:22]1[C:27](=[O:28])[CH:26]=[CH:25][N:24]([C:29]2[CH:34]=[CH:33][CH:32]=[C:31]([C:35]([F:38])([F:36])[F:37])[CH:30]=2)[C:23]1=[O:39])[CH3:21]. Procedure: To a solution of (R)-3-[1-(tert-butyldiphenylsilyloxy)propane-2-yl]-1-(3-trifluoromethylphenyl)pyrimidin-2,4(1H,3H)-dione (prepared in Reference Example 101) (7.1 g) in ethanol (50.0 ml) was added 1N hydrochloric acid (64.0 ml) and the resulting mixture was stirred at 90° C. for two hours. The reaction mixture was concentrated under reduced pressure and the residue was purified by silica gel column chromatography (eluent: ethyl acetate/methanol) to afford (R)-3-(1-hydroxypropan-2-yl)-1-(3-triflu... Starting materials: [Na] (sodium), SC=1NC2=C(N1)C=CC=C2 (2-mercaptobenzimidazole), BrCCCC(=O)OCC (ethyl 4-bromobutyrate). Solvent: C(C)O (ethanol), C(C)O (ethanol). Product: N1=C(NC2=C1C=CC=C2)SCCCC(=O)OCC (ethyl 4-(benzimidazol-2-yl)mercaptobutanoate). Yield: 97.5%. Reaction SMILES: [SH:1][C:2]1[NH:3][C:4]2[CH:10]=[CH:9][CH:8]=[CH:7][C:5]=2[N:6]=1.[Na].Br[CH2:13][CH2:14][CH2:15][C:16]([O:18][CH2:19][CH3:20])=[O:17]>C(O)C>[N:3]1[C:4]2[CH:10]=[CH:9][CH:8]=[CH:7][C:5]=2[NH:6][C:2]=1[S:1][CH2:13][CH2:14][CH2:15][C:16]([O:18][CH2:19][CH3:20])=[O:17] |^1:10|. Reported procedure: 50 g of 2-mercaptobenzimidazole are dissolved in 300 ml of ethanol, and a solution of 7.65 g of sodium in 150 ml of ethanol is added at room temperature, with stirring. The mixture is stirred for a few minutes at room temperature and 64.3 g of ethyl 4-bromobutyrate are added rapidly. The reaction mixture is refluxed for 6 hours and then cooled. The solvents are evaporated off to dryness under vacuum, the residue is taken up with water and the crystals obtained are filtered off, washed with water... Starting materials: [Cl-].[Ca+2].[Cl-] (Calcium chloride), [BH4-].[Na+] (sodium borohydride), COC(=O)CC1=C(C(=O)OC)C=C(C(=C1)C#N)Cl (methyl 2-methoxycarbonylmethyl-4-cyano-5-chlorobenzoate), COC(=O)CC1=C(C(=O)OC)C=CC(=C1Cl)C#N (methyl 2-methoxycarbonylmethyl-4-cyano-3-chlorobenzoate). Run in O (Water), O1CCCC1 (tetrahydrofuran), C(C)O (ethanol). Conditions: time 8 hour. Product: ClC1=C(C#N)C=C(C(=C1)CO)CCO (2-Chloro-5-(2-hydroxyethyl)-4-hydroxymethylbenzonitrile). Isolated yield 89.8%. As a reaction SMILES: [Cl-].[Ca+2].[Cl-].[BH4-].[Na+].C[O:7][C:8]([CH2:10][C:11]1[CH:20]=[C:19]([C:21]#[N:22])[C:18]([Cl:23])=[CH:17][C:12]=1[C:13](OC)=[O:14])=O.COC(CC1C(Cl)=C(C#N)C=CC=1C(OC)=O)=O>O.O1CCCC1.C(O)C>[Cl:23][C:18]1[CH:17]=[C:12]([CH2:13][OH:14])[C:11]([CH2:10][CH2:8][OH:7])=[CH:20][C:19]=1[C:21]#[N:22] |f:0.1.2,3.4|. Procedure: Calcium chloride (0.33 g, 3 mmol) and sodium borohydride (0.23 g, 6 mmol) were added to a mixture (0.80 g, 3 mmol) of methyl 2-methoxycarbonylmethyl-4-cyano-5-chlorobenzoate and methyl 2-methoxycarbonylmethyl-4-cyano-3-chlorobenzoate in a mixed solution (1:1, 10 mL) of ethanol and tetrahydrofuran. The resulting mixture was stirred at room temperature overnight. Water was added to the reaction solution, and extracted with ethyl acetate. The organic layer was dried over anhydrous magnesium sulfate... Reactants: CC(=O)n1ncc2c(OCc3ccccc3)cc(C(C)(C)C)cc21, CO, [Pd]. The product is CC(=O)n1ncc2c(O)cc(C(C)(C)C)cc21. Reaction SMILES: [C:1]([CH3:2])(=[O:3])[n:4]1[n:5][cH:6][c:7]2[c:8]([O:17][CH2:18][c:19]3[cH:20][cH:21][cH:22][cH:23][cH:24]3)[cH:9][c:10]([C:13]([CH3:14])([CH3:15])[CH3:16])[cH:11][c:12]12.[CH3:25][OH:26].[Pd:27]>>[C:1]([CH3:2])(=[O:3])[n:4]1[n:5][cH:6][c:7]2[c:8]([OH:17])[cH:9][c:10]([C:13]([CH3:14])([CH3:15])[CH3:16])[cH:11][c:12]12. Reactants: Cc1ccc(C#N)c(=O)n1-c1ccc(F)c(F)c1, [Na+], [OH-], O, O=S(=O)(O)O. The product is Cc1ccc(C(=O)O)c(=O)n1-c1ccc(F)c(F)c1. RXN SMILES: [F:6][c:7]1[cH:8][c:9](-[n:14]2[c:15](=[O:23])[c:16]([C:21]#[N:22])[cH:17][cH:18][c:19]2[CH3:20])[cH:10][cH:11][c:12]1[F:13].[Na+:25].[OH-:24].[OH2:26].[S:1]([OH:2])(=[O:3])(=[O:4])[OH:5]>>[OH:2][C:21]([c:16]1[c:15](=[O:23])[n:14](-[c:9]2[cH:8][c:7]([F:6])[c:12]([F:13])[cH:11][cH:10]2)[c:19]([CH3:20])[cH:18][cH:17]1)=[O:24].